This data is from the Open Reaction Database (ORD), a public repository of structured organic reaction records. The task is: describe an organic reaction: reactants, conditions, products, and yield Starting materials: N1=CC=CC=C1 (pyridine), C(C1=CC=CC=C1)(=O)OCCl (chloromethyl benzoate), [K+].[Br-] (KBr). Yields the product [Cl-].C(C1=CC=CC=C1)(=O)OC[N+]1=CC=CC=C1 (Benzoyloxymethylpyridinium Chloride). As a reaction SMILES: [N:1]1[CH:6]=[CH:5][CH:4]=[CH:3][CH:2]=1.[C:7]([O:15][CH2:16][Cl:17])(=[O:14])[C:8]1[CH:13]=[CH:12][CH:11]=[CH:10][CH:9]=1.[K+].[Br-]>>[Cl-:17].[C:7]([O:15][CH2:16][N+:1]1[CH:6]=[CH:5][CH:4]=[CH:3][CH:2]=1)(=[O:14])[C:8]1[CH:13]=[CH:12][CH:11]=[CH:10][CH:9]=1 |f:2.3,4.5|. Procedure details: A mixture containing 0.79 g (0.01 mol) pyridine and 1.7 g (0.01 mol) chloromethyl benzoate was allowed to react at ambient temperature for 24 hr. Trituration in anhydrous ether followed by filtration under nitrogen gave 1.2 g (0.005 mol), 50%, 29, mp 197°-199° (dec); ir (KBr) 3440, 3020, 1710, 1610, 1475, 1265, 1150, 1085, 870 and 700 cm-1 ; pmr (D2O) δ 7.0-10.0 (m, 10H) and 6.6 (s, 2H) ppm. Starting materials: [NH4+].[Cl-] (NH4Cl), CC1=NC=CC(=C1)C(CC(C1=C(C=CC=C1)C)C1=CC=C(C=C1)C1=CC=C(C=C1)C(=O)O)=O (4′-[3-(2-methyl-pyridin-4-yl)-3-oxo-1-o-tolyl-propyl]-biphenyl-4-carboxylic acid), CN(C)C(=[N+](C)C)ON1C2=C(C=CC=C2)N=N1.[B-](F)(F)(F)F (TBTU), Cl.C(C)OC(CCN)=O (Beta-alanine ethyl ester hydrochloride). Run in CCOC(=O)C (EtOAc), C1CCOC1 (THF), C(C)N(CC)CC (triethylamine). Run at time 10 minute. The product is C(C)OC(CCNC(=O)C1=CC=C(C=C1)C1=CC=C(C=C1)C(CC(=O)C1=CC(=NC=C1)C)C1=C(C=CC=C1)C)=O (3-({4′-[3-(2-Methyl-pyridin-4-yl)-3-oxo-1-o-tolyl-propyl]-biphenyl-4-carbonyl}-amino)-propionic acid ethyl ester). Yield: 117.3%. Reaction SMILES: [CH3:1][C:2]1[CH:7]=[C:6]([C:8](=[O:33])[CH2:9][CH:10]([C:18]2[CH:23]=[CH:22][C:21]([C:24]3[CH:29]=[CH:28][C:27]([C:30](O)=[O:31])=[CH:26][CH:25]=3)=[CH:20][CH:19]=2)[C:11]2[CH:16]=[CH:15][CH:14]=[CH:13][C:12]=2[CH3:17])[CH:5]=[CH:4][N:3]=1.CN(C(ON1N=NC2C=CC=CC1=2)=[N+](C)C)C.[B-](F)(F)(F)F.Cl.[CH2:57]([O:59][C:60](=[O:64])[CH2:61][CH2:62][NH2:63])[CH3:58].[NH4+].[Cl-]>C1COCC1.CCOC(C)=O.C(N(CC)CC)C>[CH2:57]([O:59][C:60](=[O:64])[CH2:61][CH2:62][NH:63][C:30]([C:27]1[CH:26]=[CH:25][C:24]([C:21]2[CH:20]=[CH:19][C:18]([CH:10]([C:11]3[CH:16]=[CH:15][CH:14]=[CH:13][C:12]=3[CH3:17])[CH2:9][C:8]([C:6]3[CH:5]=[CH:4][N:3]=[C:2]([CH3:1])[CH:7]=3)=[O:33])=[CH:23][CH:22]=2)=[CH:29][CH:28]=1)=[O:31])[CH3:58] |f:1.2,3.4,5.6|. Reported procedure: To a solution of 4′-[3-(2-methyl-pyridin-4-yl)-3-oxo-1-o-tolyl-propyl]-biphenyl-4-carboxylic acid (50 mg) in THF (1 mL) was added TBTU (41 mg) and triethylamine (0.048 mL) and the resulting mixture was stirred at room temperature for 10 min. Beta-alanine ethyl ester hydrochloride (21.2 mg) was added and the reaction mixture was stirred at rt overnight. A saturated solution of NH4Cl and EtOAc were added, the phases were separated and the inorganic one was extracted with EtOAc (2×). The combined o... Starting materials: CCCCc1noc(C)c1C=Cc1ccc(C(=O)NC(C)CO)cn1, CCO, [H][H]. The product is CCCCc1noc(C)c1CCc1ccc(C(=O)NC(C)CO)cn1. Reaction SMILES: [CH2:1]([CH2:2][CH2:3][CH3:4])[c:5]1[n:6][o:7][c:8]([CH3:25])[c:9]1[CH:10]=[CH:11][c:12]1[n:13][cH:14][c:15]([C:16](=[O:17])[NH:18][CH:19]([CH2:20][OH:21])[CH3:22])[cH:23][cH:24]1.[CH3:28][CH2:29][OH:30].[H:26][H:27]>>[CH2:1]([CH2:2][CH2:3][CH3:4])[c:5]1[n:6][o:7][c:8]([CH3:25])[c:9]1[CH2:10][CH2:11][c:12]1[n:13][cH:14][c:15]([C:16](=[O:17])[NH:18][CH:19]([CH2:20][OH:21])[CH3:22])[cH:23][cH:24]1. The reactants are [BH4-], CO, O=[N+]([O-])c1ccc(N=Nc2ncc(O)cc2Cl)cc1, Cl[Cu], [K+]. The product is Nc1ncc(O)cc1Cl. Reaction SMILES: [BH4-:20].[CH3:22][OH:23].[Cl:1][c:2]1[c:3]([N:9]=[N:10][c:11]2[cH:12][cH:13][c:14]([N+:15]([O-:16])=[O:17])[cH:18][cH:19]2)[n:4][cH:5][c:6]([OH:8])[cH:7]1.[Cl:24][Cu:25].[K+:21]>>[Cl:1][c:2]1[c:3]([NH2:9])[n:4][cH:5][c:6]([OH:8])[cH:7]1. Reported procedure: To a suspension of 40 mg of sodium hydride in 2 ml of N,N-dimethylformamide was added 0.22 g of 5-[(4-nitrophenyl)amino]pyrimidine in small portions. After stirring at room temperature for 30 minutes, 0.24 g of 4-trifluoromethylbenzyl bromide was added thereto, followed by stirring at room temperature for 2 hours. The solvent was distilled off under reduced pressure, water was added to the residue, and the mixture was extracted with chloroform. The chloroform layer was washed with water and drie... As a reaction SMILES: [H-].[Na+].[N+:3]([C:6]1[CH:11]=[CH:10][C:9]([NH:12][C:13]2[CH:14]=[N:15][CH:16]=[N:17][CH:18]=2)=[CH:8][CH:7]=1)([O-:5])=[O:4].[F:19][C:20]([F:30])([F:29])[C:21]1[CH:28]=[CH:27][C:24]([CH2:25]Br)=[CH:23][CH:22]=1>CN(C)C=O>[N+:3]([C:6]1[CH:7]=[CH:8][C:9]([N:12]([C:13]2[CH:18]=[N:17][CH:16]=[N:15][CH:14]=2)[CH2:25][C:24]2[CH:23]=[CH:22][C:21]([C:20]([F:19])([F:29])[F:30])=[CH:28][CH:27]=2)=[CH:10][CH:11]=1)([O-:5])=[O:4] |f:0.1|. Solvent: CN(C=O)C (N,N-dimethylformamide). Run at time 30 minute. Starting materials: [N+](=O)([O-])C1=CC=C(C=C1)NC=1C=NC=NC1 (5-[(4-nitrophenyl)amino]pyrimidine), [H-].[Na+] (sodium hydride), FC(C1=CC=C(CBr)C=C1)(F)F (4-trifluoromethylbenzyl bromide). Yields the product [N+](=O)([O-])C1=CC=C(C=C1)N(CC1=CC=C(C=C1)C(F)(F)F)C=1C=NC=NC1 (5-[N-(4-nitrophenyl)-N-(4trifluoromethylbenzyl)amino]pyrimidine). The yield is 50.6%.